Dataset: the Open Reaction Database (ORD), a public repository of structured organic reaction records. Task: describe an organic reaction: reactants, conditions, products, and yield The reactants are C(C)(=O)OCC=1CS[C@H]2N(C1C(=O)OC(C)(C)C)C([C@@H]2OC)=O (t-Butyl 3-acetoxymethyl-7α-methoxy-3-cephem-4-carboxylate). Solvent: FC(C(=O)O)(F)F (trifluoroacetic acid). Reaction conditions: temperature 0 celsius, time 1 hour. The product is C(C)(=O)OCC=1CS[C@H]2N(C1C(=O)O)C([C@@H]2OC)=O (3-acetoxymethyl-7α-methoxy-3-cephem-4-carboxylic acid). Yield: 83.5%. RXN SMILES: [C:1]([O:4][CH2:5][C:6]1[CH2:7][S:8][C@@H:9]2[C@@H:20]([O:21][CH3:22])[C:19](=[O:23])[N:10]2[C:11]=1[C:12]([O:14]C(C)(C)C)=[O:13])(=[O:3])[CH3:2]>FC(F)(F)C(O)=O>[C:1]([O:4][CH2:5][C:6]1[CH2:7][S:8][C@@H:9]2[C@@H:20]([O:21][CH3:22])[C:19](=[O:23])[N:10]2[C:11]=1[C:12]([OH:14])=[O:13])(=[O:3])[CH3:2]. Procedure details: t-Butyl 3-acetoxymethyl-7α-methoxy-3-cephem-4-carboxylate (9.3 g) was dissolved in precooled trifluoroacetic acid (TFA) (100 ml) and stirred at 0° C. for 1 hour. The volatiles were removed first in vacuo, then under a stream of nitrogen. The residue was taken up in methylene chloride and washed with water and brine, dried over sodium sulfate and evaporated to give 6.5 g of 3-acetoxymethyl-7α-methoxy-3-cephem-4-carboxylic acid. Starting materials: NCCC(=O)O (β-Alanine), C(C1=CC=CC=C1)OC1=C(OC=CC1=O)C (3-benzyloxy-2-methyl-4-pyrone), [OH-].[Na+] (sodium hydroxide), Cl (HCl). Solvent: O (water), C(C)O (ethanol), O (water). Yields the product C(C1=CC=CC=C1)OC1=C(N(C=CC1=O)CCC(=O)O)C (3-benzyloxy-1-(2'-carboxyethyl)-2-methylpyrid-4-one). Reaction SMILES: [NH2:1][CH2:2][CH2:3][C:4]([OH:6])=[O:5].[CH2:7]([O:14][C:15]1[C:20](=[O:21])[CH:19]=[CH:18]O[C:16]=1[CH3:22])[C:8]1[CH:13]=[CH:12][CH:11]=[CH:10][CH:9]=1.[OH-].[Na+].Cl>O.C(O)C>[CH2:7]([O:14][C:15]1[C:20](=[O:21])[CH:19]=[CH:18][N:1]([CH2:2][CH2:3][C:4]([OH:6])=[O:5])[C:16]=1[CH3:22])[C:8]1[CH:13]=[CH:12][CH:11]=[CH:10][CH:9]=1 |f:2.3|. Procedure details: β-Alanine (5 g) in water (50 ml) is added to 3-benzyloxy-2-methyl-4-pyrone (10 g) in 95% ethanol (100 ml) and sodium hydroxide (4 g) in water (50 ml) is then slowly added to the reaction mixture until a pH of 13 is obtained. The solution is refluxed for 15 minutes during which time the colour changes from yellow to amber. After cooling, the solution is acidified to pH 2.5 with concentrated HCl (about 2 ml) and is then rotary evaporated at 50° C. The resulting oil is subjected to a methylene chlo... Reactants: ClC1=CC=C(C=C1)I (1-chloro-4-iodo-benzene), C(C)(C)NC(C1=CC(=CC=C1)CN(C(C#CC1=CC=CC=C1)=O)C1=CC=CC=C1)=O (N-isopropyl-3-{[phenyl-(3-phenyl-propynoyl)-amino]-methyl}-benzamide). The product is ClC1=CC=C(C=C1)\C(\C1=CC=CC=C1)=C/1\C(N(C2=CC=CC=C12)CC=1C=C(C(=O)NC(C)C)C=CC1)=O (3-{3-[1-(4-Chloro-phenyl)-1-phenyl-meth-(E)-ylidene]-2-oxo-2,3-dihydro-indol-1-ylmethyl}-N-isopropyl-benzamide). Reported procedure: The title compound was prepared in analogy to Example 5 starting from 1-chloro-4-iodo-benzene (commercially available) and N-isopropyl-3-{[phenyl-(3-phenyl-propynoyl)-amino]-methyl}-benzamide. 1H NMR (CDCl3, 300 MHz) δppm 7.74 (s, 1H), 7.60 (d, 1H), 7.26-7.43 (m, 10H), 7.07 (dt, 2H), 6.70 (t, 1H), 6.68 (d, 1H), 6.53 (d, 1H), 5.99 (d, 1H), 4.94 (s, 2H), 4.26 (m, 1H), 1.26 (s, 3H), 1.24 (s, 3H). As a reaction SMILES: [Cl:1][C:2]1[CH:7]=[CH:6][C:5](I)=[CH:4][CH:3]=1.[CH:9]([NH:12][C:13](=[O:38])[C:14]1[CH:19]=[CH:18][CH:17]=[C:16]([CH2:20][N:21]([C:32]2[CH:37]=[CH:36][CH:35]=[CH:34][CH:33]=2)[C:22](=[O:31])[C:23]#[C:24][C:25]2[CH:30]=[CH:29][CH:28]=[CH:27][CH:26]=2)[CH:15]=1)([CH3:11])[CH3:10]>>[Cl:1][C:2]1[CH:7]=[CH:6][C:5](/[C:24](=[C:23]2/[C:22](=[O:31])[N:21]([CH2:20][C:16]3[CH:15]=[C:14]([CH:19]=[CH:18][CH:17]=3)[C:13]([NH:12][CH:9]([CH3:11])[CH3:10])=[O:38])[C:32]3[C:33]/2=[CH:34][CH:35]=[CH:36][CH:37]=3)/[C:25]2[CH:26]=[CH:27][CH:28]=[CH:29][CH:30]=2)=[CH:4][CH:3]=1. Reactants: C(C=C)(=O)O (acrylic acid), C(C(=C)CC(=O)N)(=O)N (itaconamide), Cl.N(=NC(C)(C)C(N)=N)C(C)(C)C(N)=N (2,2'-azobis (2-amidinopropane) hydrochloride). The solvent is O (water), O (water). Product: C(C(=C)CC(=O)N)(=O)N.C(C=C)(=O)O (itaconamide acrylic acid). As a reaction SMILES: [C:1]([OH:5])(=[O:4])[CH:2]=[CH2:3].[C:6]([NH2:14])(=[O:13])[C:7]([CH2:9][C:10]([NH2:12])=[O:11])=[CH2:8].Cl.N(C(C(=N)N)(C)C)=NC(C(=N)N)(C)C>O>[C:6]([NH2:14])(=[O:13])[C:7]([CH2:9][C:10]([NH2:12])=[O:11])=[CH2:8].[C:1]([OH:5])(=[O:4])[CH:2]=[CH2:3] |f:2.3,5.6|. Reported procedure: In a 50 ml. round bottom blask equipped with a stopcock adapter were placed 216 mg. (3 equivalents) of acrylic acid, 128 mg. (1 equivalent) of itaconamide, prepared as described in Example 2, 10 mg. of 2,2'-azobis (2-amidinopropane) hydrochloride (available from Crescent Chemical Co., Inc., Hauppauge, N.Y. under the tradename V-50), and 10 ml. of water. The flask was evacuated and sealed as described in Example 3 and placed in a 65° C. bath for 10 days. The reaction mixture was then cooled to ro... Reactants: C1CCOC1, O=C1NC(=O)c2ccccc21, CCOC(=O)N=NC(=O)OCC, CC(C)(C)OC(=O)NCC(O)c1cccc2ccccc12, c1ccc(P(c2ccccc2)c2ccccc2)cc1. Yields the product CC(C)(C)OC(=O)NCC(c1cccc2ccccc12)N1C(=O)c2ccccc2C1=O. Reaction SMILES: [CH2:64]1[O:65][CH2:66][CH2:67][CH2:68]1.[O:41]=[C:42]1[NH:43][C:44](=[O:45])[c:46]2[cH:47][cH:48][cH:49][cH:50][c:51]21.[O:52]=[C:53]([O:54][CH2:55][CH3:56])[N:57]=[N:58][C:59]([O:60][CH2:61][CH3:62])=[O:63].[OH:1][CH:2]([CH2:3][NH:4][C:5]([O:6][C:7]([CH3:8])([CH3:9])[CH3:10])=[O:11])[c:12]1[cH:13][cH:14][cH:15][c:16]2[cH:17][cH:18][cH:19][cH:20][c:21]12.[c:22]1([P:23]([c:24]2[cH:25][cH:26][cH:27][cH:28][cH:29]2)[c:30]2[cH:31][cH:32][cH:33][cH:34][cH:35]2)[cH:36][cH:37][cH:38][cH:39][cH:40]1>>[CH:2]([CH2:3][NH:4][C:5]([O:6][C:7]([CH3:8])([CH3:9])[CH3:10])=[O:11])([c:12]1[cH:13][cH:14][cH:15][c:16]2[cH:17][cH:18][cH:19][cH:20][c:21]12)[N:43]1[C:42](=[O:41])[c:51]2[c:46]([cH:47][cH:48][cH:49][cH:50]2)[C:44]1=[O:45]. The reactants are Cl.O1C(CCC1)CN1CCN(CC1)CC(=O)O (2-(4-((tetrahydrofuran-2-yl)methyl)piperazin-1-yl)acetic acid hydrochloride), N[C@H](C(=O)NC1=CC=C(C=C1)OC1=CC=C(C=C1)F)COCC1=CC=CC=C1 ((S)-2-amino-3-(benzyloxy)-N-(4-(4-fluorophenoxy)phenyl)propanamide). The product is Compound 110, C(C1=CC=CC=C1)OC[C@@H](C(=O)NC1=CC=C(C=C1)OC1=CC=C(C=C1)F)NC(CN1CCN(CC1)CC1OCCC1)=O ((2S)-3-(benzyloxy)-N-(4-(4-fluorophenoxy)phenyl)-2-(2-(4-((tetrahydrofuran-2-yl)methyl)piperazin-1-yl)acetamido)propanamide). The yield is 48.9%. As a reaction SMILES: Cl.[O:2]1[CH2:6][CH2:5][CH2:4][CH:3]1[CH2:7][N:8]1[CH2:13][CH2:12][N:11]([CH2:14][C:15]([OH:17])=O)[CH2:10][CH2:9]1.[NH2:18][C@@H:19]([CH2:37][O:38][CH2:39][C:40]1[CH:45]=[CH:44][CH:43]=[CH:42][CH:41]=1)[C:20]([NH:22][C:23]1[CH:28]=[CH:27][C:26]([O:29][C:30]2[CH:35]=[CH:34][C:33]([F:36])=[CH:32][CH:31]=2)=[CH:25][CH:24]=1)=[O:21]>>[CH2:39]([O:38][CH2:37][C@H:19]([NH:18][C:15](=[O:17])[CH2:14][N:11]1[CH2:10][CH2:9][N:8]([CH2:7][CH:3]2[CH2:4][CH2:5][CH2:6][O:2]2)[CH2:13][CH2:12]1)[C:20]([NH:22][C:23]1[CH:28]=[CH:27][C:26]([O:29][C:30]2[CH:35]=[CH:34][C:33]([F:36])=[CH:32][CH:31]=2)=[CH:25][CH:24]=1)=[O:21])[C:40]1[CH:45]=[CH:44][CH:43]=[CH:42][CH:41]=1 |f:0.1|. Procedure details: Proceeding as in Example 1, but substituting 2-(4-((tetrahydrofuran-2-yl)methyl)piperazin-1-yl)acetic acid hydrochloride and (S)-2-amino-3-(benzyloxy)-N-(4-(4-fluorophenoxy)phenyl)propanamide, gave Compound 110, (2S)-3-(benzyloxy)-N-(4-(4-fluorophenoxy)phenyl)-2-(2-(4-((tetrahydrofuran-2-yl)methyl)piperazin-1-yl)acetamido)propanamide (23.1 mg, 48.9%). Major isomer: 1H-NMR (400 MHz, DMSO-D6): σ 10.21 (s, 1H), 7.92 (d, 1H), 7.60 (d, 2H), 7.29 (m, 5H), 7.21 (t, 2H), 7.03-6.97 (m, 4H), 4.69 (m, 1H),...